Dataset: the Open Reaction Database (ORD), a public repository of structured organic reaction records. Task: describe an organic reaction: reactants, conditions, products, and yield Starting materials: N(=O)OC (methyl nitrite), N(=O)[O-].[Na+] (sodium nitrite), S(O)(O)(=O)=O (sulphuric acid), C1(=C(C=CC=C1)N)N (o-phenylenediamine). Run in CO (methanol), CO (methanol). Conditions: temperature 50 celsius. The product is N1N=NC2=C1C=CC=C2 (Benzotriazole). RXN SMILES: [C:1]1([NH2:8])[CH:6]=[CH:5][CH:4]=[CH:3][C:2]=1[NH2:7].[N:9](OC)=O.N([O-])=O.[Na+].S(=O)(=O)(O)O>CO>[NH:7]1[C:2]2[CH:3]=[CH:4][CH:5]=[CH:6][C:1]=2[N:8]=[N:9]1 |f:2.3|. Procedure: 108 g of freshly distilled 99.8% pure o-phenylenediamine were suspended in 125 ml of methanol and heated to 50° C. At this temperature, gaseous methyl nitrite, prepared from sodium nitrite solution (25% strength), methanol and sulphuric acid (48% strength), was introduced. The rate of addition was such that no off-gas left the reaction flask. As soon as the reaction mixture did not absorb any more gas (about 2 hours), a sample was removed and tested for complete conversion. This was followed by ... The reactants are ClC1=CC2=C(N(C(=N2)CCl)C2COCC2)C=C1 (5-chloro-2-chloromethyl-1-(tetrahydro-furan-3-yl)-1H-benzoimidazole), CS(=O)(=O)C1=NNC2=CC=CC=C12 (3-methanesulfonyl-1H-indazole), CS(=O)(=O)C1=NNC2=CN=CC=C21 (3-(methylsulfonyl)-1H-pyrazolo[3,4-c]pyridine). Yields the product ClC1=CC2=C(N(C(=N2)CN2N=C(C3=CC=CC=C23)S(=O)(=O)C)C2COCC2)C=C1 (1-{[5-Chloro-1-(tetrahydrofuran-3-yl)-1H-benzimidazol-2-yl]methyl}-3-(methylsulfonyl)-1H-indazole). Reaction SMILES: [Cl:1][C:2]1[CH:17]=[CH:16][C:5]2[N:6]([CH:11]3[CH2:15][CH2:14][O:13][CH2:12]3)[C:7]([CH2:9]Cl)=[N:8][C:4]=2[CH:3]=1.[CH3:18][S:19]([C:22]1[C:30]2[C:25](=[CH:26][CH:27]=[CH:28][CH:29]=2)[NH:24][N:23]=1)(=[O:21])=[O:20].CS(C1C2C(=CN=CC=2)NN=1)(=O)=O>>[Cl:1][C:2]1[CH:17]=[CH:16][C:5]2[N:6]([CH:11]3[CH2:15][CH2:14][O:13][CH2:12]3)[C:7]([CH2:9][N:24]3[C:25]4[C:30](=[CH:29][CH:28]=[CH:27][CH:26]=4)[C:22]([S:19]([CH3:18])(=[O:20])=[O:21])=[N:23]3)=[N:8][C:4]=2[CH:3]=1. Procedure details: The title compound was prepared in analogy to Example 2-1 by using 5-chloro-2-chloromethyl-1-(tetrahydro-furan-3-yl)-1H-benzoimidazole and 3-methanesulfonyl-1H-indazole instead of 5-chloro-2-chloromethyl-1-((S)-1,1-dioxo-tetrahydro-1λ6-thiophen-3-yl)-1H-benzoimidazole and 3-(methylsulfonyl)-1H-pyrazolo[3,4-c]pyridine. Reactants: [N+](=O)([O-])C1=C(C=CC(=C1)OC(C)=O)OC (2-nitro-4-acetyloxyanisole). Run in Br (hydrobromic acid). Yields the product [N+](=O)([O-])C1=C(O)C=CC(=C1)O (2-nitrohydroquinone). As a reaction SMILES: [N+:1]([C:4]1[CH:9]=[C:8]([O:10]C(=O)C)[CH:7]=[CH:6][C:5]=1[O:14]C)([O-:3])=[O:2]>Br>[N+:1]([C:4]1[CH:9]=[C:8]([OH:10])[CH:7]=[CH:6][C:5]=1[OH:14])([O-:3])=[O:2]. Procedure: The 2-nitro-4-acetyloxyanisole (160 g, 0.757 mole) in 47% aqueous hydrobromic acid (1,200 ml) was refluxed for 1 hour. The resulting solution was evaporated under vacuum to 200 ml. The 2-nitrohydroquinone (115 g, 78%) separated on cooling as orange prisms. The reactants are CN(C)C=O, C1CCOC1, Cc1ccc2c(c1)c(=O)c1c(cnn1C)n2CCO, O=S(Cl)Cl. Yields the product Cc1ccc2c(c1)c(=O)c1c(cnn1C)n2CCCl. Reaction SMILES: [CH3:29][N:30]([CH3:31])[CH:32]=[O:33].[O:24]1[CH2:25][CH2:26][CH2:27][CH2:28]1.[OH:1][CH2:2][CH2:3][n:4]1[c:5]2[c:6]([c:7](=[O:15])[c:8]3[cH:9][c:10]([CH3:14])[cH:11][cH:12][c:13]13)[n:16]([CH3:19])[n:17][cH:18]2.[S:20]([Cl:21])([Cl:22])=[O:23]>>[CH2:2]([CH2:3][n:4]1[c:5]2[c:6]([c:7](=[O:15])[c:8]3[cH:9][c:10]([CH3:14])[cH:11][cH:12][c:13]13)[n:16]([CH3:19])[n:17][cH:18]2)[Cl:22]. The reactants are FC1=C(C=C(C=C1)[N+](=O)[O-])NS(=O)(=O)C (N-(2-fluoro-5-nitrophenyl)methanesulfonamide), Cl (hydrochloric acid), C1(CCCCC1)O (cyclohexanol), COCCOCCN(CCOCCOC)CCOCCOC (tris[2-(2-methoxyethoxy)ethyl]amine), [H-].[Na+] (sodium hydride). The solvent is ClC1=CC=CC=C1 (chlorobenzene). Reaction conditions: time 30 minute. Product: C1(CCCCC1)OC1=C(C=C(C=C1)[N+](=O)[O-])NS(=O)(=O)C (N-(2-cyclohexyloxy-5-nitrophenyl)methanesulfonamide). Isolated yield 73.4%. RXN SMILES: [H-].[Na+].[CH:3]1([OH:9])[CH2:8][CH2:7][CH2:6][CH2:5][CH2:4]1.COCCOCCN(CCOCCOC)CCOCCOC.F[C:33]1[CH:38]=[CH:37][C:36]([N+:39]([O-:41])=[O:40])=[CH:35][C:34]=1[NH:42][S:43]([CH3:46])(=[O:45])=[O:44].Cl>ClC1C=CC=CC=1>[CH:3]1([O:9][C:33]2[CH:38]=[CH:37][C:36]([N+:39]([O-:41])=[O:40])=[CH:35][C:34]=2[NH:42][S:43]([CH3:46])(=[O:44])=[O:45])[CH2:8][CH2:7][CH2:6][CH2:5][CH2:4]1 |f:0.1|. Procedure: To 2000 ml of a chlorobenzene solution containing 52.8 g of 60% sodium hydride were successively added 128.0 g of cyclohexanol and 8 ml of tris[2-(2-methoxyethoxy)ethyl]amine at room temperature, and then after stirring for 30 minutes, 100.0 g of N-(2-fluoro-5-nitrophenyl)methanesulfonamide was added under ice cooling, followed by stirring for 19 hours. The reaction solution, after addition of 1500 ml of 3N hydrochloric acid, was extracted with dichloromethane, and the organic layer was successi... Starting materials: O=[N+]([O-])c1cc(Br)ccc1F, Nc1ccccc1, CN(C)C=O. Yields the product Nc1ccc(Br)cc1[N+](=O)[O-]. Reaction SMILES: [Br:1][c:2]1[cH:3][c:4]([N+:9](=[O:10])[O-:11])[c:5]([F:8])[cH:6][cH:7]1.[NH2:12][c:13]1[cH:14][cH:15][cH:16][cH:17][cH:18]1.[O:19]=[CH:20][N:21]([CH3:22])[CH3:23]>>[Br:1][c:2]1[cH:3][c:4]([N+:9](=[O:10])[O-:11])[c:5]([NH2:12])[cH:6][cH:7]1. Reactants: C(C)(=O)OCC1=C(COC=2C(=NC=CC2)[N+](=O)[O-])C=CC=C1 (3-(2-acetoxymethylbenzyloxy)-2nitropyridine), O (water). Solvent: CO (methanol), [OH-].[Na+] (sodium hydroxide). Yields the product OCC1=C(COC=2C(=NC=CC2)[N+](=O)[O-])C=CC=C1 (3-(2-hydroxymethylbenzyloxy)-2-nitropyridine). Yield: 62.2%. Reaction SMILES: C([O:4][CH2:5][C:6]1[CH:22]=[CH:21][CH:20]=[CH:19][C:7]=1[CH2:8][O:9][C:10]1[C:11]([N+:16]([O-:18])=[O:17])=[N:12][CH:13]=[CH:14][CH:15]=1)(=O)C.O>CO.[OH-].[Na+]>[OH:4][CH2:5][C:6]1[CH:22]=[CH:21][CH:20]=[CH:19][C:7]=1[CH2:8][O:9][C:10]1[C:11]([N+:16]([O-:18])=[O:17])=[N:12][CH:13]=[CH:14][CH:15]=1 |f:3.4|. Procedure: A solution of 3-(2-acetoxymethylbenzyloxy)-2nitropyridine (7.8 g) in methanol (39 ml) and 1N aqueous sodium hydroxide (23 ml) was stirred at room temperature for 0.5 hours. To the mixture was added water (50 ml) and the precipitates were collected by filtration to give 3-(2-hydroxymethylbenzyloxy)-2-nitropyridine (4.18 g). The reactants are C(C)OC(C(C)(C)S(=O)(=O)C1=CC=C(C=C1)S(=O)(=O)C)=O (2-(4-methanesulfonyl-benzenesulfonyl)-2-methyl-propionic acid ethyl ester), O.[OH-].[Li+] (lithium hydroxide monohydrate). Solvent: O (water), O1CCOCC1.O (1,4-dioxane water). Run at time 18 hour. Product: CS(=O)(=O)C1=CC=C(C=C1)S(=O)(=O)C(C(=O)O)(C)C (2-(4-methanesulfonyl-benzenesulfonyl)-2-methyl-propionic acid). Isolated yield 72.7%. RXN SMILES: C([O:3][C:4](=[O:21])[C:5]([S:8]([C:11]1[CH:16]=[CH:15][C:14]([S:17]([CH3:20])(=[O:19])=[O:18])=[CH:13][CH:12]=1)(=[O:10])=[O:9])([CH3:7])[CH3:6])C.O.[OH-].[Li+]>O1CCOCC1.O.O>[CH3:20][S:17]([C:14]1[CH:15]=[CH:16][C:11]([S:8]([C:5]([CH3:7])([CH3:6])[C:4]([OH:21])=[O:3])(=[O:9])=[O:10])=[CH:12][CH:13]=1)(=[O:19])=[O:18] |f:1.2.3,4.5|. Procedure: To a solution of 0.67 g (2.07 mmol) of 2-(4-methanesulfonyl-benzenesulfonyl)-2-methyl-propionic acid ethyl ester in THF/water (4/1, 10 mL) were added 100 mg (4.14 mmol) of lithium hydroxide monohydrate. The reaction was stirred at room temperature for 18 h. The reaction was further diluted with water (20 mL) and then washed with DCM (2×15 mL). The basic aqueous layer was cooled in an ice bath and acidified with 1M aqueous HCl solution to pH 2. The acidic aqueous layer was extracted with isopropa...